This data is from the Open Reaction Database (ORD), a public repository of structured organic reaction records. The task is: describe an organic reaction: reactants, conditions, products, and yield Reactants: ClC1=NN=C(C2=C1C=C1C=CC=CN21)C (1-chloro-4-methylpyridazino[4,5-b]indolizine), NCCCN1CCCCC1 (1-(3-aminopropyl)piperidine). Yields the product CC=1N=NC(=C2C=C3C=CC=CN3C21)NCCCN2CCCCC2 (4-Methyl-N-[3-(1-piperidinyl)propyl]pyridazino[4,5-b]indolizin-1-amine). Reaction SMILES: Cl[C:2]1[C:7]2[CH:8]=[C:9]3[N:14]([C:6]=2[C:5]([CH3:15])=[N:4][N:3]=1)[CH:13]=[CH:12][CH:11]=[CH:10]3.[NH2:16][CH2:17][CH2:18][CH2:19][N:20]1[CH2:25][CH2:24][CH2:23][CH2:22][CH2:21]1>>[CH3:15][C:5]1[N:4]=[N:3][C:2]([NH:16][CH2:17][CH2:18][CH2:19][N:20]2[CH2:25][CH2:24][CH2:23][CH2:22][CH2:21]2)=[C:7]2[C:6]=1[N:14]1[C:9]([CH:10]=[CH:11][CH:12]=[CH:13]1)=[CH:8]2. Reported procedure: Following the procedure of Example 1, reaction of one equivalent of 1-chloro-4-methylpyridazino[4,5-b]indolizine and 10 equivalents of 1-(3-aminopropyl)piperidine at 130° C. gave the title compound as the free base (oil, 83%) after HPLC purification. Trituration with hexane gave a yellow solid (50%), mp 130°-134° C. The free base was then converted to the dihydrochloride salt (MeOH/ethereal HCl/diethyl ether), mp. 302°-303° C. Starting materials: O (water), COC1=CC=C(C=C1)C(CN1N=CN=C1)=O (1-(4-methoxyphenyl)-2-(1H-1,2,4-triazole-1-yl) ethanone), SCCO (2-mercaptoethanol), C1(=CC=C(C=C1)S(=O)(=O)O)C (p-toluenesulfonic acid). Run in ClCCl (dichloromethane), C1(=CC=CC=C1)C (toluene), C(CCC)O (1-butanol). The product is COC1=CC=C(C=C1)C1(OCCS1)CN1N=CN=C1 (1-[[2-(4-methoxyphenyl)-1,3-oxathiolan-2-yl]methyl]-1H-1,2,4-triazole). Yield: 15.7%. RXN SMILES: [CH3:1][O:2][C:3]1[CH:8]=[CH:7][C:6]([C:9](=[O:16])[CH2:10][N:11]2[CH:15]=[N:14][CH:13]=[N:12]2)=[CH:5][CH:4]=1.[SH:17][CH2:18][CH2:19]O.C1(C)C=CC(S(O)(=O)=O)=CC=1.O>C1(C)C=CC=CC=1.C(O)CCC.ClCCl>[CH3:1][O:2][C:3]1[CH:8]=[CH:7][C:6]([C:9]2([CH2:10][N:11]3[CH:15]=[N:14][CH:13]=[N:12]3)[S:17][CH2:18][CH2:19][O:16]2)=[CH:5][CH:4]=1. Procedure: To a slurry of 32.5 g 1-(4-methoxyphenyl)-2-(1H-1,2,4-triazole-1-yl) ethanone in 500 ml dry toluene and 250 ml 1-butanol was added 23.4 g 2-mercaptoethanol and 38.0 g p-toluenesulfonic acid. The thickened slurry was refluxed under a Dean-Stark trap for about 40 hours, until no more water collected. The solvent was evaporated leaving a solid residue which was dissolved in dichloromethane and washed twice with 10% aqueous sodium hydroxide and once with water. The organic layer was dried, filtered ... Reactants: C(C1=CC=CC=C1)N1C(=O)C(=O)C2=CC=CC=C12 (N-benzylisatin), O.NN (hydrazine hydrate). The solvent is CCOCC.CCCCC (ether pentane). Reaction conditions: temperature 125 celsius. The product is C(C1=CC=CC=C1)N1C(CC2=CC=CC=C12)=O (N-Benzyl-oxindole). The yield is 78.2%. As a reaction SMILES: [CH2:1]([N:8]1[C:18]2[C:13](=[CH:14][CH:15]=[CH:16][CH:17]=2)[C:11](=O)[C:9]1=[O:10])[C:2]1[CH:7]=[CH:6][CH:5]=[CH:4][CH:3]=1.O.NN>CCOCC.CCCCC>[CH2:1]([N:8]1[C:18]2[C:13](=[CH:14][CH:15]=[CH:16][CH:17]=2)[CH2:11][C:9]1=[O:10])[C:2]1[CH:3]=[CH:4][CH:5]=[CH:6][CH:7]=1 |f:1.2,3.4|. Procedure details: N-benzylisatin (13.0 g, 55 mmol) was mixed with hydrazine hydrate (60 mL) and placed in an oil bath. The mixture was heated in stages to 125° C., becoming first a green sludge, then yellow with clumps of a sticky solid. After a total of 5 h at 125° C., the mixture was cooled and extracted with EtOAc (2×100 mL). The combined organic portions were washed twice with 1.0 M aq. H2SO4, and once each with half-saturated brine then brine, dried over MgSO4, filtered and concentrated to afford a pale yell...